The task is: describe an organic reaction: reactants, conditions, products, and yield. This data is from the Open Reaction Database (ORD), a public repository of structured organic reaction records. As a reaction SMILES: [Br:27][CH2:28][c:29]1[cH:30][cH:31][cH:32][cH:33][cH:34]1.[C:35](=[O:36])([O-:37])[O-:38].[CH3:41][C:42](=[O:43])[CH3:44].[CH:1]1([c:7]2[cH:8][c:9]([NH:13][C:14]([CH2:15][c:16]3[cH:17][c:18]([N+:23](=[O:24])[O-:25])[c:19]([OH:22])[cH:20][cH:21]3)=[O:26])[cH:10][cH:11][cH:12]2)[CH2:2][CH2:3][CH2:4][CH2:5][CH2:6]1.[K+:39].[K+:40].[OH2:45]>>[CH:1]1([c:7]2[cH:8][c:9]([NH:13][C:14]([CH2:15][c:16]3[cH:17][c:18]([N+:23](=[O:24])[O-:25])[c:19]([O:22][CH2:28][c:29]4[cH:30][cH:31][cH:32][cH:33][cH:34]4)[cH:20][cH:21]3)=[O:26])[cH:10][cH:11][cH:12]2)[CH2:2][CH2:3][CH2:4][CH2:5][CH2:6]1. Product: O=C(Cc1ccc(OCc2ccccc2)c([N+](=O)[O-])c1)Nc1cccc(C2CCCCC2)c1. Starting materials: BrCc1ccccc1, O=C([O-])[O-], CC(C)=O, O=C(Cc1ccc(O)c([N+](=O)[O-])c1)Nc1cccc(C2CCCCC2)c1, [K+], [K+], O. Reactants: S(=O)(Cl)Cl (thionyl chloride), CC(CC1C(C1C(=O)OC)(C)C)(C(F)(F)F)O (methyl 3-(2-methyl-2-hydroxy-3,3,3-trifluoropropyl)2,2-dimethyl-cyclopropane carboxylate). Run in O (water). Yields the product alcohol, CC1(C(C1\C=C(\C(F)(F)F)/C)C(=O)OC)C (methyl 2,2-dimethyl-3-[(E) 2-methyl-3,3,3-trifluoro-1propenyl]-cyclopropane carboxylate). As a reaction SMILES: S(Cl)(Cl)=O.[CH3:5][C:6](O)([C:17]([F:20])([F:19])[F:18])[CH2:7][CH:8]1[CH:10]([C:11]([O:13][CH3:14])=[O:12])[C:9]1([CH3:16])[CH3:15]>O>[CH3:15][C:9]1([CH3:16])[CH:8](/[CH:7]=[C:6](\[CH3:5])/[C:17]([F:18])([F:19])[F:20])[CH:10]1[C:11]([O:13][CH3:14])=[O:12]. Procedure details: 160 ml of thionyl chloride were added at 0° C. to 80.5 g of methyl 2,2-dimethyl-3-(2-methyl-2-hydroxy-3,3,3-trifluoropropylcyclopropane carboxylate of Stage C. The mixture was refluxed for 48 hours, cooled, poured into ice-cooled water and extracted with isopropyl ether. The organic phases were washed with water and after drying over magnesium sulfate and evaporation to dryness, the crude product was chromatographed on silica with a hexane-AcOEt mixture (9-1), then rechromatographed with a hexan... Reactants: BrCc1ccsc1, CC(C)=O, [K+], [K+], O=C([O-])[O-], c1c[nH]cn1. Product: c1cn(Cc2ccsc2)cn1. Reaction SMILES: [Br:6][CH2:7][c:8]1[cH:9][s:10][cH:11][cH:12]1.[CH3:19][C:20](=[O:21])[CH3:22].[K+:13].[K+:14].[O-:15][C:16]([O-:17])=[O:18].[nH:1]1[cH:2][n:3][cH:4][cH:5]1>>[n:1]1([CH2:7][c:8]2[cH:9][s:10][cH:11][cH:12]2)[cH:2][n:3][cH:4][cH:5]1. Starting materials: IC1=C(C=CC(=C1)[N+](=O)[O-])OC (2-iodo-1-methoxy-4-nitrobenzene), [NH4+].[Cl-] (NH4Cl). The reagents and catalysts are [Fe] (Fe). Solvent: O (water), CO (methanol). Product: IC=1C=C(N)C=CC1OC (3-Iodo-4-methoxyaniline). The yield is 92.3%. As a reaction SMILES: [I:1][C:2]1[CH:7]=[C:6]([N+:8]([O-])=O)[CH:5]=[CH:4][C:3]=1[O:11][CH3:12].[NH4+].[Cl-]>CO.O.[Fe]>[I:1][C:2]1[CH:7]=[C:6]([CH:5]=[CH:4][C:3]=1[O:11][CH3:12])[NH2:8] |f:1.2|. Reported procedure: To 2-iodo-1-methoxy-4-nitrobenzene (485 mg, 1.74 mmol) suspended in methanol (6 mL) a solution of NH4Cl (465 mg, 8.69 mmol) in water (4.9 mL) and powdered Fe (290 mg, 5.192 mmol) were added and the mixture was heated to reflux for 3 h. The precipitate formed was filtered off and the filtrate was evaporated until the methanol was eliminated. After diluting with water and alkalinization with sodium carbonate the mixture was extracted with EtOAc (4×20 mL). The combined organic extracts were washed ... Starting materials: S(=O)(=O)(OCC)OCC (diethyl sulfate), Br.Br.C12CN(CC(CC1)CC2)CCN2CC1=C(CC2)C2=C(OC1=O)C=C(C(=C2)O)O (3-[2-(3-azabicyclo-[3.2.2]non-3-yl)ethyl]-1,2,3,4-tetrahydro-8,9-dihydroxy-5H-[1]benzopyrano[3,4-c]pyridin-5-one dihydrobromide), C([O-])([O-])=O.[K+].[K+] (potassium carbonate), S(=O)(=O)(OCC)OCC (diethyl sulfate), CC(=O)C (acetone). The product is C12CN(CC(CC1)CC2)CCN2CC1=C(CC2)C2=C(OC1=O)C=C(C(=C2)OCC)OCC (3-[2-(3-Azabicyclo[3.2.2]non-3-yl)ethyl]-1,2,3,4-tetrahydro-8,9-diethoxy-5H-[1]benzopyrano[3,4-c]pyridin-5-one). RXN SMILES: Br.Br.[CH:3]12[CH2:11][CH2:10][CH:7]([CH2:8][CH2:9]1)[CH2:6][N:5]([CH2:12][CH2:13][N:14]1[CH2:19][CH2:18][C:17]3[C:20]4[CH:28]=[C:27]([OH:29])[C:26]([OH:30])=[CH:25][C:21]=4[O:22][C:23](=[O:24])[C:16]=3[CH2:15]1)[CH2:4]2.C(=O)([O-])[O-].[K+].[K+].S(OCC)(O[CH2:41][CH3:42])(=O)=O.[CH3:46][C:47](C)=O>>[CH:3]12[CH2:11][CH2:10][CH:7]([CH2:8][CH2:9]1)[CH2:6][N:5]([CH2:12][CH2:13][N:14]1[CH2:19][CH2:18][C:17]3[C:20]4[CH:28]=[C:27]([O:29][CH2:41][CH3:42])[C:26]([O:30][CH2:46][CH3:47])=[CH:25][C:21]=4[O:22][C:23](=[O:24])[C:16]=3[CH2:15]1)[CH2:4]2 |f:0.1.2,3.4.5|. Procedure details: A mixture 3-[2-(3-azabicyclo-[3.2.2]non-3-yl)ethyl]-1,2,3,4-tetrahydro-8,9-dihydroxy-5H-[1]benzopyrano[3,4-c]pyridin-5-one dihydrobromide (11.5 g, 0.020 moles), potassium carbonate (15.0 g, 0.11 moles), and diethyl sulfate (10.4 g, 0.067 moles) in 2.5 l of acetone is stirred at reflux for 21 hours. Additional diethyl sulfate (59 g, 0.38 moles) is added, and the mixture is heated for an additional 30 hours. The cooled mixture is filtered, and the filter cake is digested twice in hot acetone (500 ... The reactants are C(C)(C)(C)OC(NC(C(N1CC2=CC=CC=C2CC1C=1NC=C(N1)C1=CC=CC=C1)=O)CC1=C(C=C(C=C1C)C(N)=O)C)=O ({1-(4-carbamoyl-2,6-dimethyl-benzyl)-2-oxo-2-[3-(4-phenyl-1H-imidazol-2-yl)-3,4-dihydro-1H-isoquinolin-2-yl]-ethyl}-carbamic acid tert-butyl ester), FC(C(=O)O)(F)F (trifluoroacetic acid). Conditions: time 3 hour. Yields the product NC(CC1=C(C=C(C(=O)N)C=C1C)C)C(N1CC2=CC=CC=C2CC1C=1NC=C(N1)C1=CC=CC=C1)=O (4-{2-amino-3-oxo-3-[3-(4-phenyl-1H-imidazol-2-yl)-3,4-dihydro-1H-isoquinolin-2-yl]-propyl}-3,5-dimethyl-benzamide). The yield is 28.0%. As a reaction SMILES: C(OC(=O)[NH:7][CH:8]([CH2:32][C:33]1[C:38]([CH3:39])=[CH:37][C:36]([C:40](=[O:42])[NH2:41])=[CH:35][C:34]=1[CH3:43])[C:9](=[O:31])[N:10]1[CH:19]([C:20]2[NH:21][CH:22]=[C:23]([C:25]3[CH:30]=[CH:29][CH:28]=[CH:27][CH:26]=3)[N:24]=2)[CH2:18][C:17]2[C:12](=[CH:13][CH:14]=[CH:15][CH:16]=2)[CH2:11]1)(C)(C)C.FC(F)(F)C(O)=O>>[NH2:7][CH:8]([C:9](=[O:31])[N:10]1[CH:19]([C:20]2[NH:21][CH:22]=[C:23]([C:25]3[CH:30]=[CH:29][CH:28]=[CH:27][CH:26]=3)[N:24]=2)[CH2:18][C:17]2[C:12](=[CH:13][CH:14]=[CH:15][CH:16]=2)[CH2:11]1)[CH2:32][C:33]1[C:34]([CH3:43])=[CH:35][C:36]([C:40]([NH2:41])=[O:42])=[CH:37][C:38]=1[CH3:39]. Reported procedure: To 0.8 mmol of {1-(4-carbamoyl-2,6-dimethyl-benzyl)-2-oxo-2-[3-(4-phenyl-1H-imidazol-2-yl)-3,4-dihydro-1H-isoquinolin-2-yl]-ethyl}-carbamic acid tert-butyl ester cooled in an ice bath under argon, was added 3 mL of trifluoroacetic acid. After stirring for 3 hours, the reaction mixture was concentrated and purified on a Gilson prep LC system. Obtained 79 mg (0.13 mmol) of the pure S,S isomer of 4-{2-amino-3-oxo-3-[3-(4-phenyl-1H-imidazol-2-yl)-3,4-dihydro-1H-isoquinolin-2-yl]-propyl}-3,5-dimethyl...